The task is: describe an organic reaction: reactants, conditions, products, and yield. This data is from the Open Reaction Database (ORD), a public repository of structured organic reaction records. Reactants: [OH-].[Na+] (sodium hydroxide), C1(=CC=CC=C1)CN(C=1C=CC=C2C3=C(C=NC12)N=C1N3CCCC1)CC1=CC=CC=C1 (N,N-bis(phenylmethyl)-8,9,10,11 tetrahydropyrido[1',2':1,2]imidazo[4,5-c]quinolin-4-amine). The reagents and catalysts are [OH-].[OH-].[Pd+2] (Palladium hydroxide on carbon). Run in C(Cl)Cl (methylene chloride), C(Cl)Cl (methylene chloride), C(=O)O (formic acid). Yields the product C1=C2C3=C(C=NC2=C(C=C1)N)N=C1N3CCCC1 (8,9,10,11 tetrahydropyrido[1',2':1,2]imidazo[4,5-c]quinolin-4-amine). Isolated yield 32.6%. RXN SMILES: C1(C[N:8](CC2C=CC=CC=2)[C:9]2[CH:10]=[CH:11][CH:12]=[C:13]3[C:18]=2[N:17]=[CH:16][C:15]2[N:19]=[C:20]4[CH2:25][CH2:24][CH2:23][CH2:22][N:21]4[C:14]3=2)C=CC=CC=1.[OH-].[Na+]>C(O)=O.C(Cl)Cl.[OH-].[OH-].[Pd+2]>[CH:12]1[CH:11]=[CH:10][C:9]([NH2:8])=[C:18]2[C:13]=1[C:14]1[N:21]3[CH2:22][CH2:23][CH2:24][CH2:25][C:20]3=[N:19][C:15]=1[CH:16]=[N:17]2 |f:1.2,5.6.7|. Procedure: Palladium hydroxide on carbon (0.35 g) was added to a solution of N,N-bis(phenylmethyl)-8,9,10,11 tetrahydropyrido[1',2':1,2]imidazo[4,5-c]quinolin-4-amine (0.38 g, 0.9 mmole) in formic acid (about 15 mL). The reaction mixture was heated at reflux for 3 days then diluted with methylene chloride and made basic (about pH 9) with 10% sodium hydroxide. The methylene chloride layer was separated, dried over magnesium sulfate and then concentrated under vacuum to provide a white solid. The material wa... The reactants are N[C@@H](CC)C1=NC2=CC=CC(=C2C(N1C1=CC(=CC=C1)CC(F)(F)F)=O)F ((S)-2-(1-aminopropyl)-5-fluoro-3-(3-(2,2,2-trifluoroethyl)phenyl)quinazolin-4(3H)-one), ClC1=C2C(=NC=C1)NC=N2 (7-chloro-3H-imidazo[4,5-b]pyridine), C(C)(C)N(CC)C(C)C (diisopropylethylamine). The solvent is CC(C)(C)O (t-BuOH). Reaction conditions: temperature 120 celsius, time 48 hour. Yields the product N1=CNC2=NC=CC(=C21)N[C@@H](CC)C2=NC1=CC=CC(=C1C(N2C2=CC(=CC=C2)CC(F)(F)F)=O)F ((S)-2-(1-((3H-imidazo[4,5-b]pyridin-7-yl)amino)propyl)-5-fluoro-3-(3-(2,2,2-trifluoroethyl)phenyl)quinazolin-4(3H)-one). As a reaction SMILES: [NH2:1][C@H:2]([C:5]1[N:14]([C:15]2[CH:20]=[CH:19][CH:18]=[C:17]([CH2:21][C:22]([F:25])([F:24])[F:23])[CH:16]=2)[C:13](=[O:26])[C:12]2[C:7](=[CH:8][CH:9]=[CH:10][C:11]=2[F:27])[N:6]=1)[CH2:3][CH3:4].Cl[C:29]1[CH:34]=[CH:33][N:32]=[C:31]2[NH:35][CH:36]=[N:37][C:30]=12.C(N(C(C)C)CC)(C)C>CC(O)(C)C>[N:37]1[C:30]2[C:31](=[N:32][CH:33]=[CH:34][C:29]=2[NH:1][C@H:2]([C:5]2[N:14]([C:15]3[CH:20]=[CH:19][CH:18]=[C:17]([CH2:21][C:22]([F:25])([F:23])[F:24])[CH:16]=3)[C:13](=[O:26])[C:12]3[C:7](=[CH:8][CH:9]=[CH:10][C:11]=3[F:27])[N:6]=2)[CH2:3][CH3:4])[NH:35][CH:36]=1. Reported procedure: Under nitrogen, to (S)-2-(1-aminopropyl)-5-fluoro-3-(3-(2,2,2-trifluoroethyl)phenyl)quinazolin-4(3H)-one (38 mg, 0.10 mmol, 1.0 equiv) in t-BuOH (0.5 mL) at 23° C. is added 7-chloro-3H-imidazo[4,5-b]pyridine (23 mg, 0.15 mmol, 1.5 equiv) and diisopropylethylamine (63 μL, 0.36 mmol, 4.0 equiv). After stirring for 48 hr at 120° C. in a sealed tube, the reaction mixture is concentrated in vacuo and the residue is purified by preparative TLC eluting with CH2Cl2/MeOH to afford the title compound. The reactants are ClC1=C(C#N)C(=CC=C1)Cl (2,6-Dichlorobenzonitrile), CC(=O)C1=CC=C(C=C1)[N+](=O)[O-] (4-nitrophenyl methyl ketone), C(C)(=O)[O-].C(C)(=O)[O-].C1(=CC=CC=C1)[I+2] (phenyliodine (III) diacetate), FC(F)(F)S(=O)(=O)O (trifluoromethylsulfonic acid), Heterocyclic. The product is ClC1=C(C(=CC=C1)Cl)C=1OC(=CN1)C1=CC=C(C=C1)[N+](=O)[O-] (2-(2,6-dichlorophenyl)-5-(4-nitrophenyl)-1,3-oxazole). As a reaction SMILES: [Cl:1][C:2]1[CH:9]=[CH:8][CH:7]=[C:6]([Cl:10])[C:3]=1[C:4]#[N:5].[CH3:11][C:12]([C:14]1[CH:19]=[CH:18][C:17]([N+:20]([O-:22])=[O:21])=[CH:16][CH:15]=1)=[O:13].C([O-])(=O)C.C([O-])(=O)C.C1([I+2])C=CC=CC=1.FC(S(O)(=O)=O)(F)F>>[Cl:1][C:2]1[CH:9]=[CH:8][CH:7]=[C:6]([Cl:10])[C:3]=1[C:4]1[O:13][C:12]([C:14]2[CH:15]=[CH:16][C:17]([N+:20]([O-:22])=[O:21])=[CH:18][CH:19]=2)=[CH:11][N:5]=1 |f:2.3.4|. Procedure: 2,6-Dichlorobenzonitrile and 4-nitrophenyl methyl ketone can be reacted with phenyliodine (III) diacetate and trifluoromethylsulfonic acid by the method of R. S. Varma, et al, J. Heterocyclic Chem., 1998, 35(6), 1533–1534 to give 2-(2,6-dichlorophenyl)-5-(4-nitrophenyl)-1,3-oxazole. The nitrophenyl group can be reduced to the corresponding aniline with tin (II) dichloride or iron powder and ammonium chloride. Reaction of this aniline with 2,2-dichloroacetyl chloride and triethylamine can then gi... Starting materials: νasC--O--C, ( 33 ), CC1CCOCCCCCCC(=O)OCC1 (11-Methyl-8-oxa-13-tridecanolide), C16H30O3, ( 13 ), ( 9 ), CC1CCOCCCCCCCC(=O)OCC1 (12-methyl-9-oxa-14-tetradecanolide), CC1CCOCCCCCCCC(=O)OCC1 (12-methyl-9-oxa-14-tetradecanolide), ( 16 ), ( 100 ), ( 71 ), ( 15 ). Yields the product CC1CCOCCCCCCCCCC(=O)OCC1 (14-Methyl-11-oxa-16-hexadecanolide). Reaction SMILES: [CH3:1][CH:2]1[CH2:17][CH2:16][O:15][C:13](=[O:14])[CH2:12][CH2:11][CH2:10][CH2:9][CH2:8][CH2:7][CH2:6][O:5][CH2:4][CH2:3]1.[CH3:18][CH:19]1CCOC(=O)CCCCCCOCC1>>[CH3:1][CH:2]1[CH2:17][CH2:16][O:15][C:13](=[O:14])[CH2:12][CH2:11][CH2:10][CH2:9][CH2:8][CH2:7][CH2:6][CH2:19][CH2:18][O:5][CH2:4][CH2:3]1. Procedure details: Odor: Animalic, musk, sweet, erogenous, warm-powdery.--IR (film): ν=1735 cm-1 (νC=O), 1117/1151 cm-1 (νasO--C--C), 1254 cm-1 (νasC--C(=O)--O), 1361 cm-1 (δCH3), 1060 cm-1 (νasC--O--C).--1H-NMR (CDCl3): δ=0.92 (d, J=6.8 Hz, 3H, 14-Me), 1.29-1.56 (m, 14H, 4-H2 -9-H2, 13-H2), 1.61-1.67 (m, 3-H2, 15-Hb), 1.79 (ddt, 14.0, 8.4 and 5.2 Hz, 1H, 15-Ha), 1.87 (mc, 1H, 14-H), 2.33 (dd, J=6.8 and 6.0 Hz, 2H, 2-H), 3.34-3.50 (m, 4H, 10-,12-H2), 4.15 (ddd J=11.2, 6.0 and 5.2 Hz, 1H, 16-Hb), 4.18 (ddd, J=11.2,... Starting materials: C(C1=CC=CC=C1)[C@@H]1N(C(OC1)=O)C([C@H](CC1=CC=C(C=C1)C1=CC(=CC=C1)CN(C(C1=CC=CC=C1)=O)C)OCC)=O (N-{4′-[(S)-3-((S)-4-benzyl-2-oxooxazolidin-3-yl)-2-ethoxy-3-oxopropyl]biphenyl-3-ylmethyl}-N-methylbenzamide), C1CCOC1 (THF), [OH-].[Li+] (lithium hydroxide). Run in O (water). Reaction conditions: time 1 hour. The product is C(C)O[C@H](C(=O)O)CC1=CC=C(C=C1)C1=CC(=CC=C1)CN(C(=O)C1=CC=CC=C1)C ((S)-2-ethoxy-3-(3′-{[methyl-(1-phenylmethanoyl)amino]methyl}biphenyl-4-yl)propionic acid). The yield is 47.0%. RXN SMILES: C([C@H]1COC(=O)N1C(=O)[C@@H:15]([O:40][CH2:41][CH3:42])[CH2:16][C:17]1[CH:22]=[CH:21][C:20]([C:23]2[CH:28]=[CH:27][CH:26]=[C:25]([CH2:29][N:30]([CH3:39])[C:31](=[O:38])[C:32]3[CH:37]=[CH:36][CH:35]=[CH:34][CH:33]=3)[CH:24]=2)=[CH:19][CH:18]=1)C1C=CC=CC=1.C1[CH2:48][O:47]CC1.[OH-:49].[Li+]>O>[CH2:41]([O:40][C@@H:15]([CH2:16][C:17]1[CH:18]=[CH:19][C:20]([C:23]2[CH:28]=[CH:27][CH:26]=[C:25]([CH2:29][N:30]([CH3:39])[C:31]([C:32]3[CH:33]=[CH:34][CH:35]=[CH:36][CH:37]=3)=[O:38])[CH:24]=2)=[CH:21][CH:22]=1)[C:48]([OH:47])=[O:49])[CH3:42] |f:2.3|. Procedure: 600 mg (1 mmol) of N-{4′-[(S)-3-((S)-4-benzyl-2-oxooxazolidin-3-yl)-2-ethoxy-3-oxopropyl]biphenyl-3-ylmethyl}-N-methylbenzamide and 10 ml of THF are introduced into a round-bottomed flask. At 0° C., 4.2 ml (2 mmol) of an aqueous lithium hydroxide solution (0.5M) are added and the mixture is stirred for one hour. The reaction medium is poured into water, acidified to pH 1 and extracted with ethyl acetate, and the organic phase is separated out after settling of the phases has taken place, dried o... The reactants are CO, O=[N+]([O-])c1cccc(-c2n[nH]cc2-c2ccncc2)c1. Product: Nc1cccc(-c2n[nH]cc2-c2ccncc2)c1. Reaction SMILES: [CH3:21][OH:22].[N+:1]([O-:2])(=[O:3])[c:4]1[cH:5][c:6](-[c:10]2[n:11][nH:12][cH:13][c:14]2-[c:15]2[cH:16][cH:17][n:18][cH:19][cH:20]2)[cH:7][cH:8][cH:9]1>>[NH2:1][c:4]1[cH:5][c:6](-[c:10]2[n:11][nH:12][cH:13][c:14]2-[c:15]2[cH:16][cH:17][n:18][cH:19][cH:20]2)[cH:7][cH:8][cH:9]1. Reactants: O=C([O-])[O-], CN(C)C=O, CC(C)n1c(=O)n(C)c(=O)c2cc(CCl)sc21, [K+], [K+], O, c1ccc2[nH]cnc2c1. Product: CC(C)n1c(=O)n(C)c(=O)c2cc(Cn3cnc4ccccc43)sc21. Reaction SMILES: [C:10](=[O:11])([O-:12])[O-:13].[CH3:34][N:35]([CH3:36])[CH:37]=[O:38].[Cl:16][CH2:17][c:18]1[cH:19][c:20]2[c:21]([n:22]([CH:29]([CH3:30])[CH3:31])[c:23](=[O:28])[n:24]([CH3:27])[c:25]2=[O:26])[s:32]1.[K+:14].[K+:15].[OH2:33].[n:1]1[cH:2][nH:3][c:4]2[c:5]1[cH:6][cH:7][cH:8][cH:9]2>>[n:1]1([CH2:17][c:18]2[cH:19][c:20]3[c:21]([n:22]([CH:29]([CH3:30])[CH3:31])[c:23](=[O:28])[n:24]([CH3:27])[c:25]3=[O:26])[s:32]2)[cH:2][n:3][c:4]2[c:5]1[cH:6][cH:7][cH:8][cH:9]2. Starting materials: CCCCCCCCNC(=O)N(C)c1ccc2nc(CCCC)n(Cc3ccc(-c4ccccc4C(=O)OC(C)(C)C)cc3)c2c1, ClCCl, O=C(O)C(F)(F)F. Yields the product CCCCCCCCNC(=O)N(C)c1ccc2nc(CCCC)n(Cc3ccc(-c4ccccc4C(=O)O)cc3)c2c1. RXN SMILES: [CH2:1]([CH2:2][CH2:3][CH3:4])[c:5]1[n:6][c:7]2[c:8]([n:9]1[CH2:10][c:11]1[cH:12][cH:13][c:14](-[c:17]3[c:18]([C:23](=[O:24])[O:25][C:26]([CH3:27])([CH3:28])[CH3:29])[cH:19][cH:20][cH:21][cH:22]3)[cH:15][cH:16]1)[cH:30][c:31]([N:34]([C:35](=[O:36])[NH:37][CH2:38][CH2:39][CH2:40][CH2:41][CH2:42][CH2:43][CH2:44][CH3:45])[CH3:46])[cH:32][cH:33]2.[CH2:47]([Cl:48])[Cl:49].[F:50][C:51]([F:52])([F:53])[C:54]([OH:55])=[O:56]>>[CH2:1]([CH2:2][CH2:3][CH3:4])[c:5]1[n:6][c:7]2[c:8]([n:9]1[CH2:10][c:11]1[cH:12][cH:13][c:14](-[c:17]3[c:18]([C:23](=[O:24])[OH:25])[cH:19][cH:20][cH:21][cH:22]3)[cH:15][cH:16]1)[cH:30][c:31]([N:34]([C:35](=[O:36])[NH:37][CH2:38][CH2:39][CH2:40][CH2:41][CH2:42][CH2:43][CH2:44][CH3:45])[CH3:46])[cH:32][cH:33]2. The reactants are [Al+3], CC(=O)OC(C)C, O=C(NC1Cc2ccccc2C1)C(F)(F)F, CC(=O)Cl, CCCCCCC, [Cl-], [Cl-], [Cl-], Cl. Product: CC(=O)c1ccc2c(c1)CC(NC(=O)C(F)(F)F)C2. RXN SMILES: [Al+3:6].[C:26]([O:27][CH:28]([CH3:29])[CH3:30])(=[O:31])[CH3:32].[CH2:9]1[CH:10]([NH:18][C:19]([C:20]([F:21])([F:22])[F:23])=[O:24])[CH2:11][c:12]2[cH:13][cH:14][cH:15][cH:16][c:17]21.[CH3:1][C:2]([Cl:3])=[O:4].[CH3:33][CH2:34][CH2:35][CH2:36][CH2:37][CH2:38][CH3:39].[Cl-:5].[Cl-:7].[Cl-:8].[ClH:25]>>[CH3:1][C:2](=[O:4])[c:15]1[cH:14][cH:13][c:12]2[c:17]([cH:16]1)[CH2:9][CH:10]([NH:18][C:19]([C:20]([F:21])([F:22])[F:23])=[O:24])[CH2:11]2.